From a dataset of the Open Reaction Database (ORD), a public repository of structured organic reaction records. describe an organic reaction: reactants, conditions, products, and yield Starting materials: C(C(C)C)NCC(C)C (diisobutylamine), COC(C1=CC=C(C=C1)OC(CCCC(C)C)C)=O (p-[(1,5-dimethyl-hexyl)-oxy]-benzoic acid methyl ester). The product is CC(CCCC(C)C)OC1=CC=C(C(=O)N(CC(C)C)CC(C)C)C=C1 (p-[(1,5-dimethyl-hexyl)-oxy]-N,N-diisobutyl-benzamide). RXN SMILES: [CH2:1]([NH:5][CH2:6][CH:7]([CH3:9])[CH3:8])[CH:2]([CH3:4])[CH3:3].CO[C:12](=[O:28])[C:13]1[CH:18]=[CH:17][C:16]([O:19][CH:20]([CH3:27])[CH2:21][CH2:22][CH2:23][CH:24]([CH3:26])[CH3:25])=[CH:15][CH:14]=1>>[CH3:27][CH:20]([O:19][C:16]1[CH:15]=[CH:14][C:13]([C:12]([N:5]([CH2:6][CH:7]([CH3:9])[CH3:8])[CH2:1][CH:2]([CH3:4])[CH3:3])=[O:28])=[CH:18][CH:17]=1)[CH2:21][CH2:22][CH2:23][CH:24]([CH3:25])[CH3:26]. Procedure: By the procedure given in Example 37, diisobutylamine is reacted with p-[(1,5-dimethyl-hexyl)-oxy]-benzoic acid methyl ester to produce p-[(1,5-dimethyl-hexyl)-oxy]-N,N-diisobutyl-benzamide (nD24 = 1.4968). Starting materials: CC(=O)SC1CC(C(=O)N2CCC(NC(=O)CNC(=N)NC(=O)OCc3ccc([N+](=O)[O-])cc3)C2)N(C)C1, CO, Cl. The product is CN1CC(S)CC1C(=O)N1CCC(NC(=O)CNC(=N)NC(=O)OCc2ccc([N+](=O)[O-])cc2)C1. Reaction SMILES: [C:1](=[O:2])([CH3:3])[S:4][CH:5]1[CH2:6][CH:7]([C:11](=[O:12])[N:13]2[CH2:14][CH:15]([NH:18][C:19]([CH2:20][NH:21][C:22](=[NH:23])[NH:24][C:25](=[O:26])[O:27][CH2:28][c:29]3[cH:30][cH:31][c:32]([N+:35](=[O:36])[O-:37])[cH:33][cH:34]3)=[O:38])[CH2:16][CH2:17]2)[N:8]([CH3:10])[CH2:9]1.[CH3:40][OH:41].[ClH:39]>>[SH:4][CH:5]1[CH2:6][CH:7]([C:11](=[O:12])[N:13]2[CH2:14][CH:15]([NH:18][C:19]([CH2:20][NH:21][C:22](=[NH:23])[NH:24][C:25](=[O:26])[O:27][CH2:28][c:29]3[cH:30][cH:31][c:32]([N+:35](=[O:36])[O-:37])[cH:33][cH:34]3)=[O:38])[CH2:16][CH2:17]2)[N:8]([CH3:10])[CH2:9]1. Reactants: COC(=O)NN, CC(C)C(=O)c1ccccc1, CC(=O)O, CO. Product: COC(=O)NN=C(c1ccccc1)C(C)C. RXN SMILES: [C:16]([NH:17][NH2:18])(=[O:19])[O:20][CH3:21].[C:1]([CH:2]([CH3:3])[CH3:4])(=[O:5])[c:6]1[cH:7][cH:8][cH:9][cH:10][cH:11]1.[CH3:12][C:13](=[O:14])[OH:15].[CH3:22][OH:23]>>[C:1]([CH:2]([CH3:3])[CH3:4])([c:6]1[cH:7][cH:8][cH:9][cH:10][cH:11]1)=[N:18][NH:17][C:16](=[O:19])[O:20][CH3:21]. The reactants are CC(C)([O-])C.[K+] (potassium tert-butoxide), O (Water), Cl (hydrochloric acid), FC1=C(C=CC(=C1F)OCCC)C1=CC=C(C=C1)C1=CC=C([Se]1)C=O (5-(2′,3′-difluoro-4′-propoxybiphenyl-4-yl)selenophene-2-carbaldehyde). The reagents and catalysts are [Br-].C(C)[P+](C1=CC=CC=C1)(C1=CC=CC=C1)C1=CC=CC=C1 (ethyltriphenylphosphonium bromide). Solvent: C1CCOC1 (THF), C1CCOC1 (THF), C1CCOC1 (THF). Conditions: time 1 hour. Yields the product FC1=C(C=CC(=C1F)OCCC)C1=CC=C(C=C1)C=1[Se]C(=CC1)C=CC (2-(2′,3′-Difluoro-4′-propoxybiphenyl-4-yl)-5-propenylselenophene). Reaction SMILES: [CH3:1][C:2](C)([O-])C.[K+].[F:7][C:8]1[C:13]([F:14])=[C:12]([O:15][CH2:16][CH2:17][CH3:18])[CH:11]=[CH:10][C:9]=1[C:19]1[CH:24]=[CH:23][C:22]([C:25]2[Se:29][C:28]([CH:30]=O)=[CH:27][CH:26]=2)=[CH:21][CH:20]=1.O.Cl>[Br-].C([P+](C1C=CC=CC=1)(C1C=CC=CC=1)C1C=CC=CC=1)C.C1COCC1>[F:7][C:8]1[C:13]([F:14])=[C:12]([O:15][CH2:16][CH2:17][CH3:18])[CH:11]=[CH:10][C:9]=1[C:19]1[CH:20]=[CH:21][C:22]([C:25]2[Se:29][C:28]([CH:30]=[CH:1][CH3:2])=[CH:27][CH:26]=2)=[CH:23][CH:24]=1 |f:0.1,5.6|. Procedure: 4.70 g (12.5 mmol) of ethyltriphenylphosphonium bromide are initially introduced in 50 ml of THF at 0° C., and 1.40 g (12.5 mmol) of potassium tert-butoxide dissolved in 30 ml of THF are added. After 1 h, 4.2 g (10.4 mmol) of 5-(2′,3′-difluoro-4′-propoxybiphenyl-4-yl)selenophene-2-carbaldehyde in 100 ml of THF are added, and the batch is stirred at RT for 18 h. Water and 2 N hydrochloric acid are added to the mixture, and the batch is extracted with MTBE. The combined organic phases are washed w... Starting materials: FC(C=1C=C(C=C(C1)C(F)(F)F)[C@@H]1[C@@H](N(C(O1)=O)CC1=NC(=CC=C1N(CC)C[C@@H]1CC[C@H](CC1)CC(=O)OCC)Cl)C)(F)F (ethyl (trans-4-{[[2-({(4S,5R)-5-[3,5-bis(trifluoromethyl)phenyl]-4-methyl-2-oxo-1,3-oxazolidin-3-yl}methyl)-6-chloropyridin-3-yl](ethyl)amino]methyl}cyclohexyl)acetate), C1(CC1)B(O)O (cyclopropylboronic acid), 1,1′-bis(di-t-butylphosphinoferrocene) palladium dichloride. Solvent: C([O-])([O-])=O.[K+].[K+] (potassium carbonate), C1CCOC1 (THF), O (water). Conditions: temperature 85 celsius. The product is FC(C=1C=C(C=C(C1)C(F)(F)F)[C@@H]1[C@@H](N(C(O1)=O)CC1=NC(=CC=C1N(CC)C[C@@H]1CC[C@H](CC1)CC(=O)OCC)C(=C)C)C)(F)F (ethyl (trans-4-{[[2-({(4S,5R)-5-[3,5-bis(trifluoromethyl)phenyl]-4-methyl-2-oxo-1,3-oxazolidin-3-yl}methyl)-6-isopropenylpyridin-3-yl](ethyl)amino]methyl}cyclohexyl)acetate). As a reaction SMILES: [F:1][C:2]([F:45])([F:44])[C:3]1[CH:4]=[C:5]([C@H:13]2[O:17][C:16](=[O:18])[N:15]([CH2:19][C:20]3[C:25]([N:26]([CH2:29][C@H:30]4[CH2:35][CH2:34][C@H:33]([CH2:36][C:37]([O:39][CH2:40][CH3:41])=[O:38])[CH2:32][CH2:31]4)[CH2:27][CH3:28])=[CH:24][CH:23]=[C:22](Cl)[N:21]=3)[C@H:14]2[CH3:43])[CH:6]=[C:7]([C:9]([F:12])([F:11])[F:10])[CH:8]=1.[CH:46]1(B(O)O)[CH2:48][CH2:47]1>C(=O)([O-])[O-].[K+].[K+].C1COCC1.O>[F:1][C:2]([F:45])([F:44])[C:3]1[CH:4]=[C:5]([C@H:13]2[O:17][C:16](=[O:18])[N:15]([CH2:19][C:20]3[C:25]([N:26]([CH2:29][C@H:30]4[CH2:35][CH2:34][C@H:33]([CH2:36][C:37]([O:39][CH2:40][CH3:41])=[O:38])[CH2:32][CH2:31]4)[CH2:27][CH3:28])=[CH:24][CH:23]=[C:22]([C:46]([CH3:48])=[CH2:47])[N:21]=3)[C@H:14]2[CH3:43])[CH:6]=[C:7]([C:9]([F:12])([F:11])[F:10])[CH:8]=1 |f:2.3.4|. Procedure details: A mixture of ethyl (trans-4-{[[2-({(4S,5R)-5-[3,5-bis(trifluoromethyl)phenyl]-4-methyl-2-oxo-1,3-oxazolidin-3-yl}methyl)-6-chloropyridin-3-yl](ethyl)amino]methyl}cyclohexyl)acetate, cyclopropylboronic acid and 1,1′-bis(di-t-butylphosphinoferrocene) palladium dichloride in 1N aqueous potassium carbonate and THF was heated at 85° C. in a sealed tube overnight. The reaction was diluted with water (10 mL) and extracted with EtOAc (3×20 mL). The combined extracts were dried (Na2SO4) and concentrated ... Reactants: CO, [Li+], [OH-], O, CCOC(=O)C1CCC(CCc2ccccc2)CC1. Product: O=C(O)C1CCC(CCc2ccccc2)CC1. Reaction SMILES: [CH3:22][OH:23].[Li+:21].[OH-:20].[OH2:24].[c:1]1([CH2:7][CH2:8][CH:9]2[CH2:10][CH2:11][CH:12]([C:15](=[O:16])[O:17][CH2:18][CH3:19])[CH2:13][CH2:14]2)[cH:2][cH:3][cH:4][cH:5][cH:6]1>>[c:1]1([CH2:7][CH2:8][CH:9]2[CH2:10][CH2:11][CH:12]([C:15](=[O:16])[OH:17])[CH2:13][CH2:14]2)[cH:2][cH:3][cH:4][cH:5][cH:6]1. Starting materials: NC=1C=C(C=CC1)C1=NN2C(C=CC=C2)=C1C1=NC(=NC=C1)NC1=CC(=CC=C1)F (4-[2-(3-aminophenyl)pyrazolo[1,5-a]pyridin-3-yl]-N-(3-fluorophenyl)-2-pyrimidinamine), FC=1C=CC(=C(C(=O)Cl)C1)C (5-fluoro-2-methylbenzoyl chloride). The product is C1NCCC2=CC=C(C=C12)NC1=NC=CC(=N1)C=1C(=NN2C1C=CC=C2)C=2C=C(C=CC2)NC(C2=CC=CC=C2)=O (N-(3-{3-[2-(1,2,3,4-tetrahydro-7-isoquinolinylamino)-4-pyrimidinyl]-pyrazolo[1,5-a]pyridin-2-yl}phenyl)benzamide). RXN SMILES: [NH2:1][C:2]1[CH:3]=[C:4]([C:8]2[C:16]([C:17]3[CH:22]=[CH:21][N:20]=[C:19]([NH:23][C:24]4[CH:29]=[CH:28][CH:27]=[C:26](F)[CH:25]=4)[N:18]=3)=[C:11]3[CH:12]=[CH:13][CH:14]=[CH:15][N:10]3[N:9]=2)[CH:5]=[CH:6][CH:7]=1.F[C:32]1[CH:33]=[CH:34][C:35](C)=[C:36]([CH:40]=1)[C:37](Cl)=[O:38]>>[CH2:15]1[C:26]2[C:27](=[CH:28][CH:29]=[C:24]([NH:23][C:19]3[N:18]=[C:17]([C:16]4[C:8]([C:4]5[CH:3]=[C:2]([NH:1][C:37](=[O:38])[C:36]6[CH:40]=[CH:32][CH:33]=[CH:34][CH:35]=6)[CH:7]=[CH:6][CH:5]=5)=[N:9][N:10]5[CH:15]=[CH:14][CH:13]=[CH:12][C:11]=45)[CH:22]=[CH:21][N:20]=3)[CH:25]=2)[CH2:12][CH2:11][NH:10]1. Procedure details: The title compound was prepared from 4-[2-(3-aminophenyl)pyrazolo[1,5-a]pyridin-3-yl]-N-(3-fluorophenyl)-2-pyrimidinamine and 5-fluoro-2-methylbenzoyl chloride in a manner analogous to Example 66. 1H NMR (300 MHz, DMSO-d6): δ 10.48 (s, 1H), 9.80 (s, 1H), 8.85 (d, 1H), 8.47 (d, 1H), 8.32 (d, 1H), 8.07 (s, 1H), 7.84 (d, 1H), 7.77 (m, 1H), 7.53-7.42 (m, 3H), 7.36-7.28 (m, 3H), 7.26-7.18 (m, 2H), 7.13 (m, 1H), 6.71 (m, 1H), 6.60 (d, 1H), 2.32 (s, 3H); HRMS: calc. C31H23N6OF2 (M+H)+ 533.1901 found 53... Starting materials: Cl (HCl), FC(C(=O)O)(F)F.C(=O)C=1C=CC(=NC1)/C=C/C(=O)O ((E)-3-(5-formyl-pyridin-2-yl)-acrylic acid trifluoroacetate), C(C)(C)(C)OC(=O)N1CCN(CC1)C1=CC=C(C=C1)C(C)=O (4-(4-acetyl-phenyl)-piperazine-1-carboxylic acid tert-butyl ester), [OH-].[K+] (KOH). Run in CCO (EtOH). Run at temperature 0 celsius, time 8 hour. The product is Cl.C(C)(C)(C)OC(=O)N1CCN(CC1)C1=CC=C(C=C1)C(\C=C\C=1C=NC(=CC1)\C=C\C(=O)O)=O (4-(4-{(E)-3-[6-((E)-2-carboxy-vinyl)-pyridin-3-yl]-acryloyl}-phenyl)-piperazine-1-carboxylic acid tert-butyl ester hydrochloride). As a reaction SMILES: FC(F)(F)C(O)=O.[CH:8]([C:10]1[CH:11]=[CH:12][C:13](/[CH:16]=[CH:17]/[C:18]([OH:20])=[O:19])=[N:14][CH:15]=1)=O.[C:21]([O:25][C:26]([N:28]1[CH2:33][CH2:32][N:31]([C:34]2[CH:39]=[CH:38][C:37]([C:40](=[O:42])[CH3:41])=[CH:36][CH:35]=2)[CH2:30][CH2:29]1)=[O:27])([CH3:24])([CH3:23])[CH3:22].[OH-].[K+].[ClH:45]>CCO>[ClH:45].[C:21]([O:25][C:26]([N:28]1[CH2:29][CH2:30][N:31]([C:34]2[CH:35]=[CH:36][C:37]([C:40](=[O:42])/[CH:41]=[CH:8]/[C:10]3[CH:15]=[N:14][C:13](/[CH:16]=[CH:17]/[C:18]([OH:20])=[O:19])=[CH:12][CH:11]=3)=[CH:38][CH:39]=2)[CH2:32][CH2:33]1)=[O:27])([CH3:24])([CH3:22])[CH3:23] |f:0.1,3.4,7.8|. Procedure: A mixture of (E)-3-(5-formyl-pyridin-2-yl)-acrylic acid trifluoroacetate (272 mg, 0.93 mmol), 4-(4-acetyl-phenyl)-piperazine-1-carboxylic acid tert-butyl ester (obtained as described in Preparation 9, 283 mg, 0.93 mmol) and 1.7 M KOH (0.820 ml) in EtOH (10 ml) was stirred at 0° C. for 8 h and then at room temperature for 6 days. The mixture was acidified with 10% HCl until reaching a pH value of 3 and the resulting precipitate was filtered to give 184 mg of 4-(4-{(E)-3-[6-((E)-2-carboxy-vinyl)-p... Starting materials: CCCCCCCCCBr, CN(C)C=O, COc1ccc(C(=O)Nc2c(Cl)cncc2Cl)cc1O, [H-], [Na+], O. Yields the product CCCCCCCCCOc1cc(C(=O)Nc2c(Cl)cncc2Cl)ccc1OC. As a reaction SMILES: [Br:23][CH2:24][CH2:25][CH2:26][CH2:27][CH2:28][CH2:29][CH2:30][CH2:31][CH3:32].[CH3:33][N:34]([CH3:35])[CH:36]=[O:37].[Cl:1][c:2]1[cH:3][n:4][cH:5][c:6]([Cl:20])[c:7]1[NH:8][C:9]([c:10]1[cH:11][c:12]([OH:18])[c:13]([O:16][CH3:17])[cH:14][cH:15]1)=[O:19].[H-:21].[Na+:22].[OH2:38]>>[Cl:1][c:2]1[cH:3][n:4][cH:5][c:6]([Cl:20])[c:7]1[NH:8][C:9]([c:10]1[cH:11][c:12]([O:18][CH2:24][CH2:25][CH2:26][CH2:27][CH2:28][CH2:29][CH2:30][CH2:31][CH3:32])[c:13]([O:16][CH3:17])[cH:14][cH:15]1)=[O:19]. The reactants are FC(C(=O)O)(F)F (Trifluoroacetic acid), C(C)N1N=CC=2C1=NC=C(C2NC2CC(C2)C(=O)OC(C)(C)C)C2=NOC1(CCC1)C2 (tert-butyl 3-{[1-ethyl-5-(5-oxa-6-azaspiro[3.4]oct-6-en-7-yl)-1H-pyrazolo[3,4-b]pyridin-4-yl]amino}cyclobutanecarboxylate). Solvent: ClC(C)Cl (dichloroethane), C(C)(=O)OCC (ethyl acetate). Conditions: time 2 hour. Product: C(C)N1N=CC=2C1=NC=C(C2NC2CC(C2)C(=O)O)C2=NOC1(CCC1)C2 (3-{[1-ethyl-5-(5-oxa-6-azaspiro[3.4]oct-6-en-7-yl)-1H-pyrazolo[3,4-b]pyridin-4-yl]amino}cyclobutanecarboxylic acid). Reaction SMILES: FC(F)(F)C(O)=O.[CH2:8]([N:10]1[C:14]2=[N:15][CH:16]=[C:17]([C:31]3[CH2:38][C:34]4([CH2:37][CH2:36][CH2:35]4)[O:33][N:32]=3)[C:18]([NH:19][CH:20]3[CH2:23][CH:22]([C:24]([O:26]C(C)(C)C)=[O:25])[CH2:21]3)=[C:13]2[CH:12]=[N:11]1)[CH3:9]>ClC(Cl)C.C(OCC)(=O)C>[CH2:8]([N:10]1[C:14]2=[N:15][CH:16]=[C:17]([C:31]3[CH2:38][C:34]4([CH2:35][CH2:36][CH2:37]4)[O:33][N:32]=3)[C:18]([NH:19][CH:20]3[CH2:21][CH:22]([C:24]([OH:26])=[O:25])[CH2:23]3)=[C:13]2[CH:12]=[N:11]1)[CH3:9]. Reported procedure: Trifluoroacetic acid (4 equivalent) is added to the solution of tert-butyl 3-{[1-ethyl-5-(5-oxa-6-azaspiro[3.4]oct-6-en-7-yl)-1H-pyrazolo[3,4-b]pyridin-4-yl]amino}cyclobutanecarboxylate (1 equivalent) (example 9) in dichloroethane and the reaction mixture is stirred at room temperature for about 2 hours under inert atmosphere. It is cooled and diluted with ethyl acetate. The organic layer is washed with saturated sodium bicarbonate, water and brine, dried over anhydrous sodium sulphate and conce...